This data is from the Open Reaction Database (ORD), a public repository of structured organic reaction records. The task is: describe an organic reaction: reactants, conditions, products, and yield The reactants are COC1=NC=C(C(=N1)OC)B(O)O (2,4-Di-methoxy-pyrimidine-5-boronic acid), BrC1=NC(=CC=C1)C (2-bromo-6-methylpyridine), C(=O)([O-])[O-].[Na+].[Na+] (Na2CO3), C1=CC=C(C=C1)P(C2=CC=CC=C2)C3=CC=CC=C3 (PPh3). The reagents and catalysts are CC(=O)[O-].CC(=O)[O-].[Pd+2] (Pd(OAc)2). The solvent is C(CC)O (n-PrOH). The product is COC1=NC=C(C(=N1)OC)C1=NC(=CC=C1)C (2,4-Dimethoxy-5-(6-methyl-pyridin-2-yl)-pyrimidine). Yield: 47.7%. RXN SMILES: [CH3:1][O:2][C:3]1[N:8]=[C:7]([O:9][CH3:10])[C:6](B(O)O)=[CH:5][N:4]=1.Br[C:15]1[CH:20]=[CH:19][CH:18]=[C:17]([CH3:21])[N:16]=1.C([O-])([O-])=O.[Na+].[Na+].C1C=CC(P(C2C=CC=CC=2)C2C=CC=CC=2)=CC=1>C(O)CC.CC([O-])=O.CC([O-])=O.[Pd+2]>[CH3:1][O:2][C:3]1[N:8]=[C:7]([O:9][CH3:10])[C:6]([C:15]2[CH:20]=[CH:19][CH:18]=[C:17]([CH3:21])[N:16]=2)=[CH:5][N:4]=1 |f:2.3.4,7.8.9|. Procedure: 2,4-Di-methoxy-pyrimidine-5-boronic acid (500 mg, 2.72 mmol) was dissolved in degassed n-PrOH (40 mL) and then 2-bromo-6-methylpyridine (660 mg, 3.8 mmol), Na2CO3 (865 mg, 8.16 mmol), PPh3 (215 mg, 0.8 mmol) and Pd(OAc)2 (50 mg, 0.22 mmol) were added. The suspension was stirred at reflux for 4 hours. The solvent was evaporated and the crude was partitioned between water and Et2O. The organic phase was dried (Na2SO4) and evaporated. The crude was purified by flash chromatography with ethyl acetat... Reactants: ClC=1C=NC=2N(C1)N=C(C2)C(=O)O (6-chloro-pyrazolo[1,5-a]pyrimidine-2-carboxylic acid), CC1NCCC2=C1C=CN2 (4-methyl-4,5,6,7-tetrahydro-1H-pyrrolo[3,2-c]pyridine). Product: ClC=1C=NC=2N(C1)N=C(C2)C(=O)N2C(C1=C(CC2)NC=C1)C ((6-Chloro-pyrazolo[1,5-a]pyrimidin-2-yl)-(4-methyl-1,4,6,7-tetrahydro-pyrrolo[3,2-c]pyridin-5-yl)-methanone). Reaction SMILES: [Cl:1][C:2]1[CH:3]=[N:4][C:5]2[N:6]([N:8]=[C:9]([C:11]([OH:13])=O)[CH:10]=2)[CH:7]=1.[CH3:14][CH:15]1[C:20]2[CH:21]=[CH:22][NH:23][C:19]=2[CH2:18][CH2:17][NH:16]1>>[Cl:1][C:2]1[CH:3]=[N:4][C:5]2[N:6]([N:8]=[C:9]([C:11]([N:16]3[CH2:17][CH2:18][C:19]4[NH:23][CH:22]=[CH:21][C:20]=4[CH:15]3[CH3:14])=[O:13])[CH:10]=2)[CH:7]=1. Procedure details: In close analogy to the procedure described in Example 1, 6-chloro-pyrazolo[1,5-a]pyrimidine-2-carboxylic acid is reacted with 4-methyl-4,5,6,7-tetrahydro-1H-pyrrolo[3,2-c]pyridine to provide the title compound in moderate yield. Starting materials: BrCCCCCCc1ccccc1, COC(=O)c1ccc(CC(C=Cc2ccccc2O)CCc2ccc(C#N)cc2)cc1, O=C([O-])[O-], CC#N, [K+], [K+]. The product is COC(=O)c1ccc(CC(C=Cc2ccccc2OCCCCCCc2ccccc2)CCc2ccc(C#N)cc2)cc1. RXN SMILES: [Br:32][CH2:33][CH2:34][CH2:35][CH2:36][CH2:37][CH2:38][c:39]1[cH:40][cH:41][cH:42][cH:43][cH:44]1.[C:1](#[N:2])[c:3]1[cH:4][cH:5][c:6]([CH2:9][CH2:10][CH:11]([CH2:12][c:13]2[cH:14][cH:15][c:16]([C:17](=[O:18])[O:19][CH3:20])[cH:21][cH:22]2)[CH:23]=[CH:24][c:25]2[c:26]([OH:31])[cH:27][cH:28][cH:29][cH:30]2)[cH:7][cH:8]1.[C:45](=[O:46])([O-:47])[O-:48].[CH3:51][C:52]#[N:53].[K+:49].[K+:50]>>[C:1](#[N:2])[c:3]1[cH:4][cH:5][c:6]([CH2:9][CH2:10][CH:11]([CH2:12][c:13]2[cH:14][cH:15][c:16]([C:17](=[O:18])[O:19][CH3:20])[cH:21][cH:22]2)[CH:23]=[CH:24][c:25]2[c:26]([O:31][CH2:33][CH2:34][CH2:35][CH2:36][CH2:37][CH2:38][c:39]3[cH:40][cH:41][cH:42][cH:43][cH:44]3)[cH:27][cH:28][cH:29][cH:30]2)[cH:7][cH:8]1. Reactants: Cn1cc(Br)cc(Br)c1=O, O=C([O-])[O-], C1COCCO1, [Cs+], [Cs+], Nc1ccc(F)cn1, O=C(C=Cc1ccccc1)C=Cc1ccccc1, O=C(C=Cc1ccccc1)C=Cc1ccccc1, O=C(C=Cc1ccccc1)C=Cc1ccccc1, [Pd], [Pd]. The product is Cn1cc(Br)cc(Nc2ccc(F)cn2)c1=O. As a reaction SMILES: [Br:9][c:10]1[c:11](=[O:18])[n:12]([CH3:17])[cH:13][c:14]([Br:16])[cH:15]1.[C:19](=[O:20])([O-:21])[O-:22].[CH2:81]1[O:82][CH2:83][CH2:84][O:85][CH2:86]1.[Cs+:23].[Cs+:24].[F:1][c:2]1[cH:3][cH:4][c:5]([NH2:8])[n:6][cH:7]1.[O:27]=[C:28]([CH:29]=[CH:30][c:31]1[cH:32][cH:33][cH:34][cH:35][cH:36]1)[CH:37]=[CH:38][c:39]1[cH:40][cH:41][cH:42][cH:43][cH:44]1.[O:45]=[C:46]([CH:47]=[CH:48][c:49]1[cH:50][cH:51][cH:52][cH:53][cH:54]1)[CH:55]=[CH:56][c:57]1[cH:58][cH:59][cH:60][cH:61][cH:62]1.[O:63]=[C:64]([CH:65]=[CH:66][c:67]1[cH:68][cH:69][cH:70][cH:71][cH:72]1)[CH:73]=[CH:74][c:75]1[cH:76][cH:77][cH:78][cH:79][cH:80]1.[Pd:25].[Pd:26]>>[F:1][c:2]1[cH:3][cH:4][c:5]([NH:8][c:10]2[c:11](=[O:18])[n:12]([CH3:17])[cH:13][c:14]([Br:16])[cH:15]2)[n:6][cH:7]1.